From a dataset of the Open Reaction Database (ORD), a public repository of structured organic reaction records. describe an organic reaction: reactants, conditions, products, and yield The reactants are C(#N)NC=NC1=CC(=CC=C1)C=1N=C(SC1)NC(=N)N (N-cyano-N'-[3-(2-guanidino-4-thiazolyl)-phenyl]-formamidine), CN (methylamine). The solvent is O (water). The product is CNC=NC1=CC(=CC=C1)C=1N=C(SC1)NC(=N)N (N-Methyl-N'-[3-(2-guanidino-4-thiazolyl)-phenyl]-formamidine). The yield is 69.2%. Reaction SMILES: [C:1]([NH:3][CH:4]=[N:5][C:6]1[CH:11]=[CH:10][CH:9]=[C:8]([C:12]2[N:13]=[C:14]([NH:17][C:18]([NH2:20])=[NH:19])[S:15][CH:16]=2)[CH:7]=1)#N.CN>O>[CH3:1][NH:3][CH:4]=[N:5][C:6]1[CH:11]=[CH:10][CH:9]=[C:8]([C:12]2[N:13]=[C:14]([NH:17][C:18]([NH2:20])=[NH:19])[S:15][CH:16]=2)[CH:7]=1. Procedure: 4 gm of N-cyano-N'-[3-(2-guanidino-4-thiazolyl)-phenyl]-formamidine were added all at once to 40 ml of 35% methylamine in water (40 ml). A few minutes later, the reaction product separated out of the solution. This solid was filtered, washed with water and dried, yielding 2.66 gm of the title compound.